From a dataset of the Open Reaction Database (ORD), a public repository of structured organic reaction records. describe an organic reaction: reactants, conditions, products, and yield Reactants: CCCc1nc2cc(NS(=O)(=O)c3ccc(F)cc3)ccc2n1CC(=O)OC(C)(C)C, CC#N, CCOC(C)=O, [K+], [K+], O=C([O-])[O-], BrCCCOc1ccccc1, O. Yields the product CCCc1nc2cc(N(CCCOc3ccccc3)S(=O)(=O)c3ccc(F)cc3)ccc2n1CC(=O)OC(C)(C)C. RXN SMILES: [C:18]([CH3:19])([CH3:20])([CH3:21])[O:22][C:23]([CH2:24][n:25]1[c:26]([CH2:45][CH2:46][CH3:47])[n:27][c:28]2[c:29]1[cH:30][cH:31][c:32]([NH:34][S:35](=[O:36])(=[O:37])[c:38]1[cH:39][cH:40][c:41]([F:44])[cH:42][cH:43]1)[cH:33]2)=[O:48].[CH3:49][C:50]#[N:51].[CH3:52][CH2:53][O:54][C:55]([CH3:56])=[O:57].[K+:12].[K+:13].[O-:14][C:15]([O-:16])=[O:17].[O:1]([c:2]1[cH:3][cH:4][cH:5][cH:6][cH:7]1)[CH2:8][CH2:9][CH2:10][Br:11].[OH2:58]>>[O:1]([c:2]1[cH:3][cH:4][cH:5][cH:6][cH:7]1)[CH2:8][CH2:9][CH2:10][N:34]([c:32]1[cH:31][cH:30][c:29]2[n:25]([CH2:24][C:23]([O:22][C:18]([CH3:19])([CH3:20])[CH3:21])=[O:48])[c:26]([CH2:45][CH2:46][CH3:47])[n:27][c:28]2[cH:33]1)[S:35](=[O:36])(=[O:37])[c:38]1[cH:39][cH:40][c:41]([F:44])[cH:42][cH:43]1. Starting materials: CC(C)(C)OC(=O)CCNC(=O)c1cc(NC(=O)CCNC(=O)OC(C)(C)C)ccc1[N+](=O)[O-], CC(C)(C)OC(=O)NCCC(=O)O, Nc1ccc([N+](=O)[O-])c(C(=O)O)c1. The product is CC(C)(C)OC(=O)NCCC(=O)Nc1ccc([N+](=O)[O-])c(C(=O)O)c1. As a reaction SMILES: [C:1]([O:2][C:3](=[O:4])[CH2:5][CH2:6][NH:7][C:10]([c:11]1[c:12]([N+:30](=[O:31])[O-:32])[cH:13][cH:14][c:15]([NH:17][C:18]([CH2:19][CH2:20][NH:21][C:22](=[O:23])[O:24][C:25]([CH3:26])([CH3:27])[CH3:28])=[O:29])[cH:16]1)=[O:33])([CH3:8])([CH3:9])[CH3:34].[C:35]([O:39][C:36]([NH:37][CH2:38][CH2:40][C:41]([OH:42])=[O:43])=[O:44])([CH3:45])([CH3:46])[CH3:47].[NH2:48][c:49]1[cH:50][cH:51][c:52]([N+:53]([O-:54])=[O:55])[c:56]([C:58]([OH:59])=[O:60])[cH:57]1>>[C:10]([c:11]1[c:12]([N+:30](=[O:31])[O-:32])[cH:13][cH:14][c:15]([NH:17][C:18]([CH2:19][CH2:20][NH:21][C:22](=[O:23])[O:24][C:25]([CH3:26])([CH3:27])[CH3:28])=[O:29])[cH:16]1)([OH:33])=[O:39]. Starting materials: N1(N=CN=C1)C(=O)N1N=CN=C1 (di(1H-1,2,4-triazol-1-yl)methanone), NC1=NC=C(C#N)C(=C1)NCCOC (6-amino-4-((2-methoxyethyl)amino)nicotinonitrile), NC1=NC=C(C#N)C(=C1)NCCOC (6-amino-4-((2-methoxyethyl)amino)nicotinonitrile), COC(C1=NC=2NCCCC2C=C1N1C(COCC1)=O)OC (4-(2-(dimethoxymethyl)-5,6,7,8-tetrahydro-1,8-naphthyridin-3-yl)morpholin-3-one), COC(C1=NC=2NCCCC2C=C1N1C(COCC1)=O)OC (4-(2-(dimethoxymethyl)-5,6,7,8-tetrahydro-1,8-naphthyridin-3-yl)morpholin-3-one). Solvent: CN(C)C=O (DMF), CN(C)C=O (DMF), CN(C)C=O (DMF). Run at temperature 0 celsius, time 1 hour. The product is C(#N)C=1C(=CC(=NC1)NC(=O)N1CCCC2=CC(=C(N=C12)C(OC)OC)N1C(COCC1)=O)NCCOC (N-(5-cyano-4-((2-methoxyethyl)amino)pyridin-2-yl)-7-(dimethoxymethyl)-6-(3-oxomorpholino)-3,4-dihydro-1,8-naphthyridine-1(2H)-carboxamide). Reaction SMILES: [NH2:1][C:2]1[CH:9]=[C:8]([NH:10][CH2:11][CH2:12][O:13][CH3:14])[C:5]([C:6]#[N:7])=[CH:4][N:3]=1.N1([C:20](N2C=NC=N2)=[O:21])C=NC=N1.[CH3:27][O:28][CH:29]([O:47][CH3:48])[C:30]1[C:39]([N:40]2[CH2:45][CH2:44][O:43][CH2:42][C:41]2=[O:46])=[CH:38][C:37]2[CH2:36][CH2:35][CH2:34][NH:33][C:32]=2[N:31]=1>CN(C=O)C>[C:6]([C:5]1[C:8]([NH:10][CH2:11][CH2:12][O:13][CH3:14])=[CH:9][C:2]([NH:1][C:20]([N:33]2[C:32]3[C:37](=[CH:38][C:39]([N:40]4[CH2:45][CH2:44][O:43][CH2:42][C:41]4=[O:46])=[C:30]([CH:29]([O:47][CH3:48])[O:28][CH3:27])[N:31]=3)[CH2:36][CH2:35][CH2:34]2)=[O:21])=[N:3][CH:4]=1)#[N:7]. Procedure details: A solution of 6-amino-4-((2-methoxyethyl)amino)nicotinonitrile (intermediate 75, 683 mg, 3.56 mmol) in anhydrous DMF (6 ml) was added drop wise to a mixture of di(1H-1,2,4-triazol-1-yl)methanone (648 mg, 3.56 mmol) and DMF (6 ml) cooled at 0° C. After stirring for 1 h at 0° C. the reaction mixture was allowed to warm to room temperature and a solution of 4-(2-(dimethoxymethyl)-5,6,7,8-tetrahydro-1,8-naphthyridin-3-yl)morpholin-3-one (intermediate 333, 683 mg, 1.78 mmol) in DMF (6 ml) was added. ... Starting materials: C(C)OC(=O)N1CCNCC1 (1-ethoxycarbonylpiperazine), O1CC(CCC=C1)=O (4,5-Dihydrooxepin-3(2H)-one), [Si](C)(C)(C)C#N (TMSCN), O (water). The reagents and catalysts are [I-].[Zn+2].[I-] (zinc iodide). Run in CO (MeOH). The product is EtOAc hexanes, C(#N)C1(COC=CCC1)N1CCN(CC1)C(=O)OCC (Ethyl 4-(3-cyano-2,3,4,5-tetrahydrooxepin-3-yl)piperazine-1-carboxylate). The yield is 58.4%. Reaction SMILES: [O:1]1[CH:7]=[CH:6][CH2:5][CH2:4][C:3](=O)[CH2:2]1.[Si]([C:13]#[N:14])(C)(C)C.O.[CH2:16]([O:18][C:19]([N:21]1[CH2:26][CH2:25][NH:24][CH2:23][CH2:22]1)=[O:20])[CH3:17]>CO.[I-].[Zn+2].[I-]>[C:13]([C:3]1([N:24]2[CH2:23][CH2:22][N:21]([C:19]([O:18][CH2:16][CH3:17])=[O:20])[CH2:26][CH2:25]2)[CH2:4][CH2:5][CH:6]=[CH:7][O:1][CH2:2]1)#[N:14] |f:5.6.7|. Procedure: 4,5-Dihydrooxepin-3(2H)-one (220 mg, 1.962 mmole) and zinc iodide (31 mg, 0.097 mmole) were combined neat. To this was added TMSCN (0.28 ml, 2.089 mmole) slowly (cooling with cold water bath). After 1 hr a solution of 1-ethoxycarbonylpiperazine (0.32 ml, 2.195 mmole) in MeOH (10 ml) was added then the mixture was heated to reflux. After 16 hr the mixture was cooled to RT and concentrated. Flash column chromatography (25% EtOAc/hexanes) gave the title compound as a clear oil (320 mg, 58%). 1H-NMR... The reactants are CC(C)(C)OC(=O)N1CCC(Oc2ncc(C(=O)Oc3ccccc3)cn2)CC1, C1CCNCC1, CN(C)C=O, O. Product: CC(C)(C)OC(=O)N1CCC(Oc2ncc(C(=O)N3CCCCC3)cn2)CC1. RXN SMILES: [C:12]([CH3:13])([CH3:14])([CH3:15])[O:16][C:17](=[O:18])[N:19]1[CH2:20][CH2:21][CH:22]([O:25][c:26]2[n:27][cH:28][c:29]([C:32]([O:34][c:33]3[cH:35][cH:36][cH:37][cH:38][cH:39]3)=[O:40])[cH:30][n:31]2)[CH2:23][CH2:24]1.[CH2:1]1[CH2:2][CH2:3][NH:4][CH2:5][CH2:6]1.[CH3:7][N:8]([CH3:9])[CH:10]=[O:11].[OH2:41]>>[CH2:1]1[CH2:2][CH2:3][N:4]([C:32]([c:29]2[cH:28][n:27][c:26]([O:25][CH:22]3[CH2:21][CH2:20][N:19]([C:17]([O:16][C:12]([CH3:13])([CH3:14])[CH3:15])=[O:18])[CH2:24][CH2:23]3)[n:31][cH:30]2)=[O:34])[CH2:5][CH2:6]1. Reactants: CN1C=C(C2=CC=CC=C12)C=1OC(=CN1)C=1C=C2C=CC(=CC2=CC1)OC(C(=O)OC)CC1=CC=CC=C1 (methyl 2-({6-[2-(1-methyl-1H-indol-3-yl)-1,3-oxazol-5-yl]-2-naphthyl}oxy)-3-phenylpropanoate), [OH-].[Na+] (NaOH), Cl (HCl). Run in C1CCOC1 (THF), CO (methanol), O (H2O). Run at time 8 hour. Product: CN1C=C(C2=CC=CC=C12)C=1OC(=CN1)C=1C=C2C=CC(=CC2=CC1)OC(C(=O)O)CC1=CC=CC=C1 (2-({6-[2-(1-methyl-1H-indol-3-yl)-1,3-oxazol-5-yl]-2-naphthyl}oxy)-3-phenylpropanoic acid). The yield is 56.6%. RXN SMILES: [CH3:1][N:2]1[C:10]2[C:5](=[CH:6][CH:7]=[CH:8][CH:9]=2)[C:4]([C:11]2[O:12][C:13]([C:16]3[CH:17]=[C:18]4[C:23](=[CH:24][CH:25]=3)[CH:22]=[C:21]([O:26][CH:27]([CH2:32][C:33]3[CH:38]=[CH:37][CH:36]=[CH:35][CH:34]=3)[C:28]([O:30]C)=[O:29])[CH:20]=[CH:19]4)=[CH:14][N:15]=2)=[CH:3]1.[OH-].[Na+].Cl>C1COCC1.CO.O>[CH3:1][N:2]1[C:10]2[C:5](=[CH:6][CH:7]=[CH:8][CH:9]=2)[C:4]([C:11]2[O:12][C:13]([C:16]3[CH:17]=[C:18]4[C:23](=[CH:24][CH:25]=3)[CH:22]=[C:21]([O:26][CH:27]([CH2:32][C:33]3[CH:38]=[CH:37][CH:36]=[CH:35][CH:34]=3)[C:28]([OH:30])=[O:29])[CH:20]=[CH:19]4)=[CH:14][N:15]=2)=[CH:3]1 |f:1.2|. Reported procedure: A mixture of methyl 2-({6-[2-(1-methyl-1H-indol-3-yl)-1,3-oxazol-5-yl]-2-naphthyl}oxy)-3-phenylpropanoate (185 mg, 0.369 mmol), prepared in the previous step, and 1 N NaOH (550 μL, 0.55 mmol) in 10 mL of THF, 10 mL of methanol and 5 mL of H2O was stirred at room temperature for 18 h (overnight). The reaction was acidified by the addition of 600μL of 1N HCl and then concentrated under reduced pressure to remove the THF and the methanol. The white solid that formed was collected by filtration, rin... Starting materials: ClC1=NNC(C2=CC=CC=C12)=O (4-chlorophthalazin-1(2H)-one), C1(=CC=CC=C1)CS (phenylmethanethiol), [H-].[Na+] (sodium hydride). The solvent is CN(C)C=O (DMF). Reaction conditions: time 2 hour. Yields the product C(C1=CC=CC=C1)SC1=NNC(C2=CC=CC=C12)=O (4-(benzylthio)phthalazin-1(2H)-one). The yield is 61.3%. RXN SMILES: Cl[C:2]1[C:11]2[C:6](=[CH:7][CH:8]=[CH:9][CH:10]=2)[C:5](=[O:12])[NH:4][N:3]=1.[C:13]1([CH2:19][SH:20])[CH:18]=[CH:17][CH:16]=[CH:15][CH:14]=1.[H-].[Na+]>CN(C=O)C>[CH2:19]([S:20][C:2]1[C:11]2[C:6](=[CH:7][CH:8]=[CH:9][CH:10]=2)[C:5](=[O:12])[NH:4][N:3]=1)[C:13]1[CH:18]=[CH:17][CH:16]=[CH:15][CH:14]=1 |f:2.3|. Reported procedure: A mixture of 4-chlorophthalazin-1(2H)-one (500 mg, 2.77 mmol), phenylmethanethiol (412 mg, 3.32 mmol) and sodium hydride (144 mg, 3.6 mmol) in DMF (30 mL) was stirred at 125 C for 2 hours. The reaction mixture was quenched with water, and extracted with EtOAc (2×). The combined organic layer was washed with water, and concentrated to give 456 mg (61%) of title compound. MS (APCI+) M/Z 269 (M+H)+.